Task: describe an organic reaction: reactants, conditions, products, and yield. Dataset: the Open Reaction Database (ORD), a public repository of structured organic reaction records The reactants are [Bi](Cl)(Cl)Cl (bismuth trichloride), Cl (hydrochloric acid), C(C)OC(C=CC=1C=NC(=CC1)C1=C(C=CC=C1)F)=O (3-[6-(2-fluoro-phenyl) -pyridin-3-yl]-acrylic acid ethyl ester), [BH4-].[Na+] (sodium borohydride). Solvent: C(C)O (ethanol), ClCCl (dichloromethane). Conditions: temperature 7.5 celsius, time 1 hour. Product: C(C)OC(CCC=1C=NC(=CC1)C1=C(C=CC=C1)F)=O (3-[6-(2-Fluoro-phenyl)-pyridin-3-yl]-propionic acid ethyl ester). As a reaction SMILES: [CH2:1]([O:3][C:4](=[O:20])[CH:5]=[CH:6][C:7]1[CH:8]=[N:9][C:10]([C:13]2[CH:18]=[CH:17][CH:16]=[CH:15][C:14]=2[F:19])=[CH:11][CH:12]=1)[CH3:2].[Bi](Cl)(Cl)Cl.[BH4-].[Na+].Cl>C(O)C.ClCCl>[CH2:1]([O:3][C:4](=[O:20])[CH2:5][CH2:6][C:7]1[CH:8]=[N:9][C:10]([C:13]2[CH:18]=[CH:17][CH:16]=[CH:15][C:14]=2[F:19])=[CH:11][CH:12]=1)[CH3:2] |f:2.3|. Procedure details: Under nitrogen, 16.26 g (0.06 mol) of 3-[6-(2-fluoro-phenyl) -pyridin-3-yl]-acrylic acid ethyl ester were dissolved in 500 ml of 95% ethanol and cooled to 5 to 10° C. After addition of 9.42 g (0.03 mol) of bismuth trichloride, a total of 9.12 g (0.24 mol) of sodium borohydride was added in portions over 45 min. The resulting mixture was stirred at 15 to 20° C. for 1 h, then cooled to 10° C. and poured onto ice/water. The pH was adjusted to 7 with 2 N hydrochloric acid, dichloromethane was added,... Reactants: N1C=CC2=CC=C(C=C12)C(=O)OC (Methyl 1H-indole-6-carboxylate), BrCCOC=1C=C(C=O)C=CC1 (3-(2-bromoethoxy)benzaldehyde). The product is C(=O)C=1C=C(OCCN2C=CC3=CC=C(C=C23)C(=O)OC)C=CC1 (methyl 1-(2-(3-formylphenoxy)ethyl)-1H-indole-6-carboxylate). Reaction SMILES: [NH:1]1[C:9]2[C:4](=[CH:5][CH:6]=[C:7]([C:10]([O:12][CH3:13])=[O:11])[CH:8]=2)[CH:3]=[CH:2]1.Br[CH2:15][CH2:16][O:17][C:18]1[CH:19]=[C:20]([CH:23]=[CH:24][CH:25]=1)[CH:21]=[O:22]>>[CH:21]([C:20]1[CH:19]=[C:18]([CH:25]=[CH:24][CH:23]=1)[O:17][CH2:16][CH2:15][N:1]1[C:9]2[C:4](=[CH:5][CH:6]=[C:7]([C:10]([O:12][CH3:13])=[O:11])[CH:8]=2)[CH:3]=[CH:2]1)=[O:22]. Procedure details: Methyl 1H-indole-6-carboxylate was alkylated with 3-(2-bromoethoxy)benzaldehyde as described in Example 5, Step 1 to provide methyl 1-(2-(3-formylphenoxy)ethyl)-1H-indole-6-carboxylate. Reactants: C(C)N=C=NCCCN(C)C (1-Ethyl-3-(3'-dimethylamino-propyl)carbodiimide), Cl.C(C)(C)C1=CC=C(C=C1)NN (4-isopropylphenylhydrazine hydrochloride), C(C)(=O)O (acetic acid), O.ON1N=NC2=C1C=CC=C2 (1-hydroxybenzotriazole hydrate). Solvent: ClCCl (dichloromethane), C(C)N(CC)CC (triethylamine). Run at time 8 hour. Yields the product C(C)(=O)NNC1=CC=C(C=C1)C(C)C (1-acetyl-2-(4-iso-propylphenyl)-hydrazine). RXN SMILES: C(N=C=NCCCN(C)C)C.Cl.[CH:13]([C:16]1[CH:21]=[CH:20][C:19]([NH:22][NH2:23])=[CH:18][CH:17]=1)([CH3:15])[CH3:14].[C:24](O)(=[O:26])[CH3:25].O.ON1C2C=CC=CC=2N=N1>ClCCl.C(N(CC)CC)C>[C:24]([NH:23][NH:22][C:19]1[CH:20]=[CH:21][C:16]([CH:13]([CH3:15])[CH3:14])=[CH:17][CH:18]=1)(=[O:26])[CH3:25] |f:1.2,4.5|. Procedure details: 1-Ethyl-3-(3'-dimethylamino-propyl)carbodiimide (5.87 ml) was added to a mixture of 4-isopropylphenylhydrazine hydrochloride (5.0 g), acetic acid (1.84 ml), triethylamine (3.73 ml) and 1-hydroxybenzotriazole hydrate (40.4 mg) in dichloromethane (50 ml) under ice-cooling and then the mixture was stirred overnight at room temperature. After removal of solvent by evaporation, the resulting residue was partitioned between diluted hydrochloric acid and ethyl acetate. The organic layer was washed succ... Starting materials: COC(=O)C=1C=C(C=C2C=NNC12)F (5-fluoro-1H-indazole-7-carboxylic acid methyl ester), ICC(C)C (1-iodo-2-methylpropane). The product is COC(=O)C=1C=C(C=C2C=NN(C12)CC(C)C)F (5-Fluoro-1-isobutyl-1H-indazole-7-carboxylic acid methyl ester). Yield: 41.0%. RXN SMILES: [CH3:1][O:2][C:3]([C:5]1[CH:6]=[C:7]([F:14])[CH:8]=[C:9]2[C:13]=1[NH:12][N:11]=[CH:10]2)=[O:4].I[CH2:16][CH:17]([CH3:19])[CH3:18]>>[CH3:1][O:2][C:3]([C:5]1[CH:6]=[C:7]([F:14])[CH:8]=[C:9]2[C:13]=1[N:12]([CH2:16][CH:17]([CH3:19])[CH3:18])[N:11]=[CH:10]2)=[O:4]. Procedure details: Compound 11 was prepared following general method 1, using 5-fluoro-1H-indazole-7-carboxylic acid methyl ester (see WO2011008572, incorporated by reference in its entirety) as starting material and 1-iodo-2-methylpropane as alkylating agent. Yield: 41%. Reactants: NC=1N=C(SC1C(C1=C(C=CC=C1F)F)=O)NC1=CC=C(C(=O)O)C=C1 (4-[4-amino-5-(2,6-difluoro-benzoyl)-thiazol-2-ylamino]-benzoic acid), NCC1(CCCC1)N(C)C (1-(aminomethyl)-N,N-dimethylcyclopentanamine). Yields the product NC=1N=C(SC1C(C1=C(C=CC=C1F)F)=O)NC1=CC=C(C(=O)NCC2(CCCC2)N(C)C)C=C1 (4-{[4-Amino-5-(2,6-difluorobenzoyl)-1,3-thiazol-2-yl]amino}-N-{[1-(dimethylamino)cyclopentyl]methyl}benzamide). Isolated yield 62.0%. Reaction SMILES: [NH2:1][C:2]1[N:3]=[C:4]([NH:17][C:18]2[CH:26]=[CH:25][C:21]([C:22]([OH:24])=O)=[CH:20][CH:19]=2)[S:5][C:6]=1[C:7](=[O:16])[C:8]1[C:13]([F:14])=[CH:12][CH:11]=[CH:10][C:9]=1[F:15].[NH2:27][CH2:28][C:29]1([N:34]([CH3:36])[CH3:35])[CH2:33][CH2:32][CH2:31][CH2:30]1>>[NH2:1][C:2]1[N:3]=[C:4]([NH:17][C:18]2[CH:19]=[CH:20][C:21]([C:22]([NH:27][CH2:28][C:29]3([N:34]([CH3:36])[CH3:35])[CH2:33][CH2:32][CH2:31][CH2:30]3)=[O:24])=[CH:25][CH:26]=2)[S:5][C:6]=1[C:7](=[O:16])[C:8]1[C:9]([F:15])=[CH:10][CH:11]=[CH:12][C:13]=1[F:14]. Procedure: The title compound was prepared in a manner similar to Step 3 in Method A; from coupling 4-[4-amino-5-(2,6-difluoro-benzoyl)-thiazol-2-ylamino]-benzoic acid (3) and 1-(aminomethyl)-N,N-dimethylcyclopentanamine (Yang et al., Eur. J. Med. Chem. 31, 231-239 (1996)) to afford a yellow amorphous powder in 62% yield.